This data is from the Open Reaction Database (ORD), a public repository of structured organic reaction records. The task is: describe an organic reaction: reactants, conditions, products, and yield Starting materials: CC1(OB(OC1(C)C)C1=CC=C(C(=O)O)C=C1)C (4-(4,4,5,5-tetramethyl[1,3,2]dioxaborolan-2-yl)benzoic acid), N1[C@H](CCC1)CN1CCCC1 ((R)-(−)-1-(2-pyrrolidinylmethyl)pyrrolidine). The product is N1(CCCC1)C[C@@H]1N(CCC1)C(=O)C1=CC=C(C=C1)B1OC(C(O1)(C)C)(C)C ([(2R)-2-(pyrrolidin-1-ylmethyl)pyrrolidin-1-yl][4-(4,4,5,5-tetramethyl-1,3,2-dioxaborolan-2-yl)phenyl]methanone). Reported procedure: [(2R)-2-(pyrrolidin-1-ylmethyl)pyrrolidin-1-yl][4-(4,4,5,5-tetramethyl-1,3,2-dioxaborolan-2-yl)phenyl]methanone was prepared as described in Example 14 from 4-(4,4,5,5-tetramethyl[1,3,2]dioxaborolan-2-yl)benzoic acid and (R)-(−)-1-(2-pyrrolidinylmethyl)pyrrolidine. As a reaction SMILES: [CH3:1][C:2]1([CH3:18])[C:6]([CH3:8])([CH3:7])[O:5][B:4]([C:9]2[CH:17]=[CH:16][C:12]([C:13]([OH:15])=O)=[CH:11][CH:10]=2)[O:3]1.[NH:19]1[CH2:23][CH2:22][CH2:21][C@@H:20]1[CH2:24][N:25]1[CH2:29][CH2:28][CH2:27][CH2:26]1>>[N:25]1([CH2:24][C@H:20]2[CH2:21][CH2:22][CH2:23][N:19]2[C:13]([C:12]2[CH:11]=[CH:10][C:9]([B:4]3[O:5][C:6]([CH3:7])([CH3:8])[C:2]([CH3:1])([CH3:18])[O:3]3)=[CH:17][CH:16]=2)=[O:15])[CH2:29][CH2:28][CH2:27][CH2:26]1. The reactants are Cl (HCl), Cl (HCl), NC1=C(C=CC(=N1)NC(=O)C=1C(=NN(C1)COCC[Si](C)(C)C)C)C1=C(C=CC=C1)OC(F)(F)F (N-{6-amino-5-[2-(trifluoromethoxy)phenyl]pyridin-2-yl}-3-methyl-1-{[2-(trimethylsilyl)ethoxy]methyl}-1H-pyrazole-4-carboxamide), NC1=C(C=CC(=N1)NC(=O)C=1C(N(NC1)COCC[Si](C)(C)C)C)C1=C(C=CC=C1)OC(F)(F)F (N-{6-amino-5-[2-(trifluoromethoxy)phenyl]pyridin-2-yl}-3-methyl-2-{[2-(trimethylsilyl)ethoxy]methyl}-1H-pyrazole-4-carboxamide). Solvent: O1CCOCC1 (1,4-dioxane), O1CCOCC1 (1,4-dioxane), CO (methanol), O (water). Run at time 18 hour. Product: NC1=C(C=CC(=N1)NC(=O)C=1C(=NNC1)C)C1=C(C=CC=C1)OC(F)(F)F (N-{6-Amino-5-[2-(trifluoromethoxy)phenyl]pyridin-2-yl}-3-methyl-1H-pyrazole-4-carboxamide). Isolated yield 32.0%. RXN SMILES: [NH2:1][C:2]1[N:7]=[C:6]([NH:8][C:9]([C:11]2[C:12]([CH3:24])=[N:13][N:14](COCC[Si](C)(C)C)[CH:15]=2)=[O:10])[CH:5]=[CH:4][C:3]=1[C:25]1[CH:30]=[CH:29][CH:28]=[CH:27][C:26]=1[O:31][C:32]([F:35])([F:34])[F:33].NC1N=C(NC(C2C(C)N(COCC[Si](C)(C)C)NC=2)=O)C=CC=1C1C=CC=CC=1OC(F)(F)F.Cl>CO.O.O1CCOCC1>[NH2:1][C:2]1[N:7]=[C:6]([NH:8][C:9]([C:11]2[C:12]([CH3:24])=[N:13][NH:14][CH:15]=2)=[O:10])[CH:5]=[CH:4][C:3]=1[C:25]1[CH:30]=[CH:29][CH:28]=[CH:27][C:26]=1[O:31][C:32]([F:33])([F:35])[F:34]. Reported procedure: A mixture of N-{6-amino-5-[2-(trifluoromethoxy)phenyl]pyridin-2-yl}-3-methyl-1-{[2-(trimethylsilyl)ethoxy]methyl}-1H-pyrazole-4-carboxamide and N-{6-amino-5-[2-(trifluoromethoxy)phenyl]pyridin-2-yl}-3-methyl-2-{[2-(trimethylsilyl)ethoxy]methyl}-1H-pyrazole-4-carboxamide (Preparation 18 as a mixture of regioisomers, 0.050 g, 0.1 mmol) was stirred in methanol (1 ml) and water (0.5 ml). To this was added HCl in 1,4-dioxane (1 ml). The reaction was stirred at room temperature for 18 hours. A further...